From a dataset of the Open Reaction Database (ORD), a public repository of structured organic reaction records. describe an organic reaction: reactants, conditions, products, and yield Starting materials: CN(C)CC(=O)O, CCN=C=NCCCN(C)C, CN1CCCC1=O, Cl, CCCC(O)(CNC(=O)c1nccc(Sc2cnc(Nc3ccc(NC4CCNCC4)cn3)s2)c1F)c1ccccc1, On1nnc2ccccc21. The product is CCCC(O)(CNC(=O)c1nccc(Sc2cnc(Nc3ccc(NC4CCN(C(=O)CN(C)C)CC4)cn3)s2)c1F)c1ccccc1. As a reaction SMILES: [CH3:43][N:44]([CH2:45][C:46](=[O:47])[OH:48])[CH3:49].[CH3:50][CH2:51][N:52]=[C:53]=[N:54][CH2:55][CH2:56][CH2:57][N:58]([CH3:59])[CH3:60].[CH3:72][N:73]1[CH2:74][CH2:75][CH2:76][C:77]1=[O:78].[ClH:71].[F:1][c:2]1[c:3]([C:28](=[O:29])[NH:30][CH2:31][C:32]([CH2:33][CH2:34][CH3:35])([c:36]2[cH:37][cH:38][cH:39][cH:40][cH:41]2)[OH:42])[n:4][cH:5][cH:6][c:7]1[S:8][c:9]1[cH:10][n:11][c:12]([NH:14][c:15]2[n:16][cH:17][c:18]([NH:21][CH:22]3[CH2:23][CH2:24][NH:25][CH2:26][CH2:27]3)[cH:19][cH:20]2)[s:13]1.[OH:61][n:62]1[c:63]2[c:64]([cH:65][cH:66][cH:67][cH:68]2)[n:69][n:70]1>>[F:1][c:2]1[c:3]([C:28](=[O:29])[NH:30][CH2:31][C:32]([CH2:33][CH2:34][CH3:35])([c:36]2[cH:37][cH:38][cH:39][cH:40][cH:41]2)[OH:42])[n:4][cH:5][cH:6][c:7]1[S:8][c:9]1[cH:10][n:11][c:12]([NH:14][c:15]2[n:16][cH:17][c:18]([NH:21][CH:22]3[CH2:23][CH2:24][N:25]([C:46]([CH2:45][N:44]([CH3:43])[CH3:49])=[O:47])[CH2:26][CH2:27]3)[cH:19][cH:20]2)[s:13]1. Starting materials: O=c1[nH]c2ccc(Br)cc2c(-c2ccccc2)c1-c1cnc[nH]1, CI, [K+], [K+], O=C([O-])[O-], CN(C)C=O. Product: Cn1c(=O)c(-c2cnc[nH]2)c(-c2ccccc2)c2cc(Br)ccc21. RXN SMILES: [Br:1][c:2]1[cH:3][c:4]2[c:5](-[c:18]3[cH:19][cH:20][cH:21][cH:22][cH:23]3)[c:6](-[c:13]3[nH:14][cH:15][n:16][cH:17]3)[c:7](=[O:12])[nH:8][c:9]2[cH:10][cH:11]1.[CH3:30][I:31].[K+:24].[K+:25].[O-:26][C:27]([O-:28])=[O:29].[O:32]=[CH:33][N:34]([CH3:35])[CH3:36]>>[Br:1][c:2]1[cH:3][c:4]2[c:5](-[c:18]3[cH:19][cH:20][cH:21][cH:22][cH:23]3)[c:6](-[c:13]3[nH:14][cH:15][n:16][cH:17]3)[c:7](=[O:12])[n:8]([CH3:27])[c:9]2[cH:10][cH:11]1. The reactants are C(C=C)OCC=C (allyl ether), CC1=CC(=O)OC2=C1C=CC(=C2)O (4-methylumbelliferone), C[SiH](Cl)C (dimethylmonochlorosilane), C1(=CC=CC=C1)C (toluene), H2PtCl6. Solvent: O1CCCC1 (tetrahydrofuran). Run at temperature 140 celsius, time 15 hour. The product is Cl[Si](CCCOC1=CC=C2C(=CC(OC2=C1)=O)C)(C)C (7-[3(Chlorodimethylsilyl)Propoxy]4-Methylcoumarin). RXN SMILES: [CH2:1]([O:4][CH2:5][CH:6]=[CH2:7])[CH:2]=[CH2:3].[CH3:8][C:9]1[C:15]2C=CC(O)=[CH:19][C:14]=2[O:13][C:11](=[O:12])[CH:10]=1.[CH3:21][SiH:22]([CH3:24])[Cl:23].C1(C)C=CC=CC=1>O1CCCC1>[Cl:23][Si:22]([CH3:24])([CH3:21])[CH2:3][CH2:2][CH2:1][O:4][C:5]1[CH:19]=[C:14]2[C:15]([C:9]([CH3:8])=[CH:10][C:11](=[O:12])[O:13]2)=[CH:7][CH:6]=1. Reported procedure: A glass pressure bottle was charged with 21.6 g of the allyl ether of 4-methylumbelliferone, 11 mls of dimethylmonochlorosilane, 25 mls of toluene and 0.1 cc of a 0.1M H2PtCl6 solution in tetrahydrofuran. The mixture was heated to 140 degrees C. at 40 psi for 15 hours. Toluene was removed by rotary evaporation. The title product was recovered in a yield of 27 g at greater than 70% purity as determined by proton NMR. A broad UV absorption spectrum was observed with maxima at 319.5, 281, 248 and 2...